Dataset: the Open Reaction Database (ORD), a public repository of structured organic reaction records. Task: describe an organic reaction: reactants, conditions, products, and yield Reactants: FC=1C=C(C=C(C1)F)[Mg]Br (3,5-difluorophenylmagnesiumbromide), FC=1C=C(C=C(C1)F)[Mg]Br (3,5-difluorophenylmagnesiumbromide), CN(C1=CC=CC=C1)C=O (N-methylformanilide). The solvent is C(C)OCC (diethylether), O1CCCC1 (tetrahydrofuran). Product: FC=1C=C(C=O)C=C(C1)F (3,5-difluorobenzaldehyde). As a reaction SMILES: [F:1][C:2]1[CH:3]=[C:4]([Mg]Br)[CH:5]=[C:6]([F:8])[CH:7]=1.CN([CH:19]=[O:20])C1C=CC=CC=1>C(OCC)C.O1CCCC1>[F:1][C:2]1[CH:3]=[C:4]([CH:5]=[C:6]([F:8])[CH:7]=1)[CH:19]=[O:20]. Reported procedure: The 3,5-difluorobenzaledehyde used as a starting compound can be prepared as follows: 3,5-difluorophenylmagnesiumbromide can be prepared as described by A. Roe and W. F. Little: J.Org.Chem. 20 (1955) 1577. A solution of 3,5-difluorophenylmagnesiumbromide in diethylether is added dropwise to a solution of N-methylformanilide in tetrahydrofuran. By working up this reaction mixture, 3,5-difluorobenzaldehyde is obtained. b55 =86°-88° C. Starting materials: ClC1=CC=C(C(=N1)C=1NC2=CC=CC=C2C1)O (6-chloro-2-(1H-indol-2-yl)pyridin-3-ol), C1CC(=O)N(C1=O)Cl (NCS). Run in CC(=O)C (Acetone). Run at time 1 hour. Product: ClC1=CC=C(C(=N1)C=1NC2=CC=CC=C2C1Cl)O (6-chloro-2-(3-chloro-1H-indol-2-yl)pyridin-3-ol). The yield is 64.5%. Reaction SMILES: [Cl:1][C:2]1[N:7]=[C:6]([C:8]2[NH:9][C:10]3[C:15]([CH:16]=2)=[CH:14][CH:13]=[CH:12][CH:11]=3)[C:5]([OH:17])=[CH:4][CH:3]=1.C1C(=O)N([Cl:25])C(=O)C1>CC(C)=O>[Cl:1][C:2]1[N:7]=[C:6]([C:8]2[NH:9][C:10]3[C:15]([C:16]=2[Cl:25])=[CH:14][CH:13]=[CH:12][CH:11]=3)[C:5]([OH:17])=[CH:4][CH:3]=1. Procedure: A mixture of 6-chloro-2-(1H-indol-2-yl)pyridin-3-ol (244 mg, 1 mmol, described in Example 1) and NCS (160 mg, 1.2 mmol) in Acetone (2 mL) was stirred at room temperature for 1 hour. The mixture was then concentrated and purified using prep-TLC (petroleum ether:EtOAc=2:1) to provide 6-chloro-2-(3-chloro-1H-indol-2-yl)pyridin-3-ol (180 mg, yield: 64.7%). 1H-NMR (CDCl3, 400 MHz) δ 9.03 (s, 1H), 7.61 (d, J=7.6 Hz, 1H), 7.15˜7.36 (m, 5H), 6.20˜6.40 (br s, 1H). MS (M+H)+: 279/281. The reactants are CC1=CNC2=C1N=CN(C2=O)CC(=O)NC2C(OC(C2)=O)OCC2=CC=CC=C2 (2-(3,5-Dihydro-7-methyl-4-oxo-4H-pyrrolo[3,2-d]pyrimidin-3-yl)-N-(tetrahydro-2-benzyloxy-5-oxo-3-furanyl)acetamide). The reagents and catalysts are catalyst, [Pd] (palladium on carbon). The solvent is CO (methanol). Run at time 2 hour. Product: CC1=CNC2=C1N=CN(C2=O)CC(=O)N[C@@H](CC(=O)O)C=O ((3S)-3-[2-(3,5-Dihydro-7-methyl-4-oxo-4H-pyrrolo[3,2-d]pyrimidin-3-yl)-1-oxo-ethylamino]-4-oxobutanoic acid). Yield: 78.2%. Reaction SMILES: [CH3:1][C:2]1[C:6]2[N:7]=[CH:8][N:9]([CH2:12][C:13]([NH:15][CH:16]3[CH2:20][C:19](=[O:21])[O:18][CH:17]3[O:22]CC3C=CC=CC=3)=[O:14])[C:10](=[O:11])[C:5]=2[NH:4][CH:3]=1>CO.[Pd]>[CH3:1][C:2]1[C:6]2[N:7]=[CH:8][N:9]([CH2:12][C:13]([NH:15][C@H:16]([CH:17]=[O:22])[CH2:20][C:19]([OH:21])=[O:18])=[O:14])[C:10](=[O:11])[C:5]=2[NH:4][CH:3]=1. Procedure details: A mixture of 42 (131 mg, 0.33 mmol), in methanol (50 ml) and 10% palladium on carbon (100 mg) was stirred vigorously under an atmosphere of hydrogen for 2 h. An additional quantity of catalyst (100 mg) was added and the mixture hydrogenated for a further 2 h. The mixture was filtered through a 0.2 μM nylon membrane, and concentrated. The residue was recrystallized from methanol/diethyl ether to afford 79 mg (78%) of 43 as a hygroscopic white solid: mp. 222-226° C.; (decomp.); [α]D32 +0.5 (c 0.02... Yields the product N=C1SC(C(N1)=O)CC=1C=NC2=CC(=CC=C2C1)OCC1=C(C=CC=C1)C(F)(F)F (2-imino-5-[[7-(2-trifluoromethylbenzyloxy)-3-quinolyl]methyl]thiazolidin-4-one). As a reaction SMILES: Br[CH:2]([CH2:7][C:8]1[CH:9]=[N:10][C:11]2[C:16]([CH:17]=1)=[CH:15][CH:14]=[C:13]([O:18][CH2:19][C:20]1[CH:25]=[CH:24][CH:23]=[CH:22][C:21]=1[C:26]([F:29])([F:28])[F:27])[CH:12]=2)[C:3]([O:5]C)=O.[NH2:30][C:31]([NH2:33])=[S:32].C([O-])(=O)C.[Na+]>C(O)C>[NH:30]=[C:31]1[NH:33][C:3](=[O:5])[CH:2]([CH2:7][C:8]2[CH:9]=[N:10][C:11]3[C:16]([CH:17]=2)=[CH:15][CH:14]=[C:13]([O:18][CH2:19][C:20]2[CH:25]=[CH:24][CH:23]=[CH:22][C:21]=2[C:26]([F:27])([F:28])[F:29])[CH:12]=3)[S:32]1 |f:2.3|. Procedure details: In ethanol (10 mL) was dissolved the crude residue (720 mg) of methyl 2-bromo-3-[7-(2-trifluoromethylbenzyloxy)-3-quinolyl]propionate. The solution was heated under reflux for 5 hours after addition of thiourea (117 mg, 1.53 mmol.) and sodium acetate (126 mg, 1.53 mmol.). Solvent: C(C)O (ethanol). Reactants: crude residue, BrC(C(=O)OC)CC=1C=NC2=CC(=CC=C2C1)OCC1=C(C=CC=C1)C(F)(F)F (methyl 2-bromo-3-[7-(2-trifluoromethylbenzyloxy)-3-quinolyl]propionate), NC(=S)N (thiourea), C(C)(=O)[O-].[Na+] (sodium acetate).